Dataset: the Open Reaction Database (ORD), a public repository of structured organic reaction records. Task: describe an organic reaction: reactants, conditions, products, and yield The reactants are O1C(CCCC1)OCC1=NOC(C1)CN1CCOCC1 ([5-((morpholin-4-yl)methyl)-4,5-dihydro-isoxazol-3-yl]methyl 2-tetrahydropyranyl ether), C1(=CC=C(C=C1)S(=O)(=O)[O-])C.[NH+]1=CC=CC=C1 (pyridinium p-toluenesulfonate). The solvent is CO (methanol). Yields the product N1(CCOCC1)CC1CC(=NO1)CO ([5-((morpholin-4-yl)methyl)-4,5-dihydro-isoxazol-3-yl]methanol). The yield is 95.0%. Reaction SMILES: O1CCCCC1[O:7][CH2:8][C:9]1[CH2:13][CH:12]([CH2:14][N:15]2[CH2:20][CH2:19][O:18][CH2:17][CH2:16]2)[O:11][N:10]=1.C1(C)C=CC(S([O-])(=O)=O)=CC=1.[NH+]1C=CC=CC=1>CO>[N:15]1([CH2:14][CH:12]2[O:11][N:10]=[C:9]([CH2:8][OH:7])[CH2:13]2)[CH2:20][CH2:19][O:18][CH2:17][CH2:16]1 |f:1.2|. Reported procedure: A mixture of [5-((morpholin-4-yl)methyl)-4,5-dihydro-isoxazol-3-yl]methyl 2-tetrahydropyranyl ether (0.63 g) with pyridinium p-toluenesulfonate (10 mol %) in methanol was heated under reflux for 24 h. After cooling to room temperature the solvent was removed in vacuo and the residue purified by flash chromatography (SiO2, CH2Cl2/MeOH/NH4OH 92/7.5/0.5) to afford [5-((morpholin-4-yl)methyl)-4,5-dihydro-isoxazol-3-yl]methanol (95%). Rf 0.17 (CH2Cl2/MeOH/NH4OH 92/7.5/0.5).